Task: describe an organic reaction: reactants, conditions, products, and yield. Dataset: the Open Reaction Database (ORD), a public repository of structured organic reaction records Reactants: C(C1=CC=CC=C1)OC1=C(C=C(C=C1)C(CCl)=O)NS(=O)(=O)C (N-[2-Benzyloxy-5-(2-chloro-1-oxo-ethyl)-phenyl]-methanesulfonamide), C(C1=CC=CC=C1)NCC1=CC=CC=C1 (dibenzylamine). Solvent: CN(C=O)C (dimethylformamide). Run at time 8 hour. Yields the product C(C1=CC=CC=C1)OC1=C(C=C(C=C1)C(CN(CC1=CC=CC=C1)CC1=CC=CC=C1)=O)NS(=O)(=O)C (N-[2-Benzyloxy-5-(2-dibenzylamino-1-oxo-ethyl)-phenyl]-methanesulfonamide). As a reaction SMILES: [CH2:1]([O:8][C:9]1[CH:14]=[CH:13][C:12]([C:15](=[O:18])[CH2:16]Cl)=[CH:11][C:10]=1[NH:19][S:20]([CH3:23])(=[O:22])=[O:21])[C:2]1[CH:7]=[CH:6][CH:5]=[CH:4][CH:3]=1.[CH2:24]([NH:31][CH2:32][C:33]1[CH:38]=[CH:37][CH:36]=[CH:35][CH:34]=1)[C:25]1[CH:30]=[CH:29][CH:28]=[CH:27][CH:26]=1>CN(C)C=O>[CH2:1]([O:8][C:9]1[CH:14]=[CH:13][C:12]([C:15](=[O:18])[CH2:16][N:31]([CH2:24][C:25]2[CH:30]=[CH:29][CH:28]=[CH:27][CH:26]=2)[CH2:32][C:33]2[CH:38]=[CH:37][CH:36]=[CH:35][CH:34]=2)=[CH:11][C:10]=1[NH:19][S:20]([CH3:23])(=[O:22])=[O:21])[C:2]1[CH:7]=[CH:6][CH:5]=[CH:4][CH:3]=1. Reported procedure: N-[2-Benzyloxy-5-(2-chloro-1-oxo-ethyl)-phenyl]-methanesulfonamide (EP 0 659 737) (17.0 g, 42.8 mmol) was dissolved in 200 mL of dimethylformamide and treated with dibenzylamine (22.0 g, 110 mmol). The mixture was stirred at room temperature overnight and then the solvent was removed. The residue was purified by silica gel chromatography using 20-50% ethyl acetate/hexanes as elute to give the title compound as a white solid; 1H NMR (300 MHz, CDCl3) δ 2.94 (s, 3 H), 3.77 (s, 2 H), 3.82 (s, 2 H), ... Starting materials: FC1=C(C=CC(=C1)C1CCC(CC1)C1CCC(CC1)CCCCC)C1(CCC2(OCCO2)CC1)O (8-[2-fluoro-4-(4′-pentyl-1,1′-bicyclohexane-4-yl)phenyl]-1,4-dioxaspiro[4,5]decane-8-ol), O.C1(=CC=C(C=C1)S(=O)(=O)O)C (p-toluenesulfonic acid monohydrate), C1(=CC=CC=C1)C (toluene). Run in O (water). Product: FC1=C(C=CC(=C1)C1CCC(CC1)C1CCC(CC1)CCCCC)C1=CCC2(OCCO2)CC1 (8-[2-fluoro-4-(4′-pentyl-1,1′-bicyclohexane-4-yl)phenyl]-1,4-dioxaspiro[4,5]decan-7-ene). The yield is 72.4%. RXN SMILES: [F:1][C:2]1[CH:7]=[C:6]([CH:8]2[CH2:13][CH2:12][CH:11]([CH:14]3[CH2:19][CH2:18][CH:17]([CH2:20][CH2:21][CH2:22][CH2:23][CH3:24])[CH2:16][CH2:15]3)[CH2:10][CH2:9]2)[CH:5]=[CH:4][C:3]=1[C:25]1(O)[CH2:34][CH2:33][C:28]2([O:32][CH2:31][CH2:30][O:29]2)[CH2:27][CH2:26]1.O.C1(C)C=CC(S(O)(=O)=O)=CC=1.C1(C)C=CC=CC=1>O>[F:1][C:2]1[CH:7]=[C:6]([CH:8]2[CH2:9][CH2:10][CH:11]([CH:14]3[CH2:19][CH2:18][CH:17]([CH2:20][CH2:21][CH2:22][CH2:23][CH3:24])[CH2:16][CH2:15]3)[CH2:12][CH2:13]2)[CH:5]=[CH:4][C:3]=1[C:25]1[CH2:34][CH2:33][C:28]2([O:29][CH2:30][CH2:31][O:32]2)[CH2:27][CH:26]=1 |f:1.2|. Procedure details: The compound (T-5) (29.4g), p-toluenesulfonic acid monohydrate (1.47 g) and toluene (800 ml) were put in a reaction vessel under a nitrogen atmosphere, and heated under reflux for 120 minutes while water being distilled was removed. After cooling to room temperature, the reaction mixture was washed sequentially with water, a saturated aqueous solution of sodium hydrogencarbonate and water, and then dried over anhydrous magnesium sulfate. The solution obtained was concentrated under reduced press...